From a dataset of the Open Reaction Database (ORD), a public repository of structured organic reaction records. describe an organic reaction: reactants, conditions, products, and yield The reactants are Cl.CS(=O)(=O)C1=CC=C(C=C1)NN (4-(methylsulfonyl)phenylhydrazine hydrochloride), CN(C=CC(C(OC)OC)=O)C (4-(dimethylamino)-1,1-dimethoxybut-3-en-2-one). Run in C(C)O (ethanol). Conditions: time 30 minute. Product: CS(=O)(=O)C1=CC=C(C=C1)N1N=CC=C1C=O (2-(4-methanesulfonyl-phenyl)-2H-pyrazole-3-carbaldehyde). As a reaction SMILES: Cl.[CH3:2][S:3]([C:6]1[CH:11]=[CH:10][C:9]([NH:12][NH2:13])=[CH:8][CH:7]=1)(=[O:5])=[O:4].CN(C)[CH:16]=[CH:17][C:18](=O)[CH:19](OC)[O:20]C>C(O)C>[CH3:2][S:3]([C:6]1[CH:7]=[CH:8][C:9]([N:12]2[C:18]([CH:19]=[O:20])=[CH:17][CH:16]=[N:13]2)=[CH:10][CH:11]=1)(=[O:5])=[O:4] |f:0.1|. Procedure: To a suspension of 4-(methylsulfonyl)phenylhydrazine hydrochloride (0.75 g, 4.02 mmol, 1.00 equiv) in ethanol (20 mL) was added 4-(dimethylamino)-1,1-dimethoxybut-3-en-2-one (0.7 g, 4.0 mmol, 1.0 equiv). The resulting mixture was heated at reflux (48 hr) then concentrated. To a solution of the crude residue in acetone (10 mL) was added 6N HCl (2 mL). The resulting solution was allowed to stir at room temperature for 30 min, then was partitioned between ethyl acetate and water. The organic extrac... The reactants are FC(C1=CC(=NC=2N1N=CC2C(=O)O)C2=CC=C(C=C2)C(F)(F)F)F (7-difluoromethyl-5-(4-trifluoromethyl-phenyl)-pyrazolo[1,5-a]pyrimidine-3-carboxylic acid), NC=1C=C(C=CC1)S(=O)(=O)NCCN(C)C (3-amino-N-(2-dimethylamino-ethyl)-benzenesulfonamide). The product is CN(CCNS(=O)(=O)C=1C=C(C=CC1)NC(=O)C=1C=NN2C1N=C(C=C2C(F)F)C2=CC=C(C=C2)C(F)(F)F)C (7-Difluoromethyl-5-(4-trifluoromethyl-phenyl)-pyrazolo[1,5-a]pyrimidine-3-carboxylic acid[3-(2-dimethylamino-ethylsulfamoyl)-phenyl]-amide). Reaction SMILES: [F:1][CH:2]([F:25])[C:3]1[N:8]2[N:9]=[CH:10][C:11]([C:12](O)=[O:13])=[C:7]2[N:6]=[C:5]([C:15]2[CH:20]=[CH:19][C:18]([C:21]([F:24])([F:23])[F:22])=[CH:17][CH:16]=2)[CH:4]=1.[NH2:26][C:27]1[CH:28]=[C:29]([S:33]([NH:36][CH2:37][CH2:38][N:39]([CH3:41])[CH3:40])(=[O:35])=[O:34])[CH:30]=[CH:31][CH:32]=1>>[CH3:40][N:39]([CH3:41])[CH2:38][CH2:37][NH:36][S:33]([C:29]1[CH:28]=[C:27]([NH:26][C:12]([C:11]2[CH:10]=[N:9][N:8]3[C:3]([CH:2]([F:25])[F:1])=[CH:4][C:5]([C:15]4[CH:16]=[CH:17][C:18]([C:21]([F:24])([F:23])[F:22])=[CH:19][CH:20]=4)=[N:6][C:7]=23)=[O:13])[CH:32]=[CH:31][CH:30]=1)(=[O:35])=[O:34]. Procedure: The title compound was prepared from 7-difluoromethyl-5-(4-trifluoromethyl-phenyl)-pyrazolo[1,5-a]pyrimidine-3-carboxylic acid (example C.1) and 3-amino-N-(2-dimethylamino-ethyl)-benzenesulfonamide (example B.12) according to general procedure II. Yellow solid. MS (ISP) 583.4 [(M+H+]; mp 184° C. Reactants: C(C)(C)OC(=O)NCCSC1=CC=CC=2N1C=CN2 (5-[2-(isopropyloxycarbonylamino)ethylthio]imidazo[1,2-a]pyridine), BrN1C(CCC1=O)=O (N-bromosuccinimide). Run in C(Cl)(Cl)Cl (chloroform). Run at time 1 hour. The product is BrC1=CN=C2N1C(=CC=C2)SCCNC(=O)OC(C)C (3-bromo-5-[2-(isopropyloxycarbonylamino)ethylthio]imidazo[1,2-a]pyridine). The yield is 82.6%. Reaction SMILES: [CH:1]([O:4][C:5]([NH:7][CH2:8][CH2:9][S:10][C:11]1[N:16]2[CH:17]=[CH:18][N:19]=[C:15]2[CH:14]=[CH:13][CH:12]=1)=[O:6])([CH3:3])[CH3:2].[Br:20]N1C(=O)CCC1=O>C(Cl)(Cl)Cl>[Br:20][C:17]1[N:16]2[C:11]([S:10][CH2:9][CH2:8][NH:7][C:5]([O:4][CH:1]([CH3:3])[CH3:2])=[O:6])=[CH:12][CH:13]=[CH:14][C:15]2=[N:19][CH:18]=1. Procedure details: To a solution of 5-[2-(isopropyloxycarbonylamino)ethylthio]imidazo[1,2-a]pyridine (279 mg, 1 mmole) in chloroform (5 ml) was added N-bromosuccinimide (187 ml, 1.05 mmoles) and the mixture was stirred at room temperature for 1 hour. The reaction solution was washed with water and dried over anhydrous magnesium sulfate. After the solvent was distilled off, the residue was purified by column chromatography (eluent: ethyl acetate) to obtain 296 mg of the desired product (82.7%, colorless solid). Reactants: Cl.NO (hydroxylamine hydrochloride), O.O.O.C(C)(=O)[O-].[Na+] (sodium acetate trihydrate), COC1=CC=C(CSC2=CC(=NC=C2)N=C(C2=CC=CC=C2)C2=CC=CC=C2)C=C1 (4-(4-methoxybenzylthio)-N-(diphenylmethylene)pyridine-2-amine). The solvent is Cl (HCl), CO (MeOH). Conditions: time 2 hour. Product: COC1=CC=C(CSC2=CC(=NC=C2)N)C=C1 (4-(4-methoxybenzylthio)pyridine-2-amine). As a reaction SMILES: [CH3:1][O:2][C:3]1[CH:30]=[CH:29][C:6]([CH2:7][S:8][C:9]2[CH:14]=[CH:13][N:12]=[C:11]([N:15]=C(C3C=CC=CC=3)C3C=CC=CC=3)[CH:10]=2)=[CH:5][CH:4]=1.Cl.NO.O.O.O.C([O-])(=O)C.[Na+]>CO.Cl>[CH3:1][O:2][C:3]1[CH:4]=[CH:5][C:6]([CH2:7][S:8][C:9]2[CH:14]=[CH:13][N:12]=[C:11]([NH2:15])[CH:10]=2)=[CH:29][CH:30]=1 |f:1.2,3.4.5.6.7|. Procedure: 4-(4-methoxybenzylthio)-2-chloropyridine (12 g, 45.2 mmol) and diphenylmethanimine (8.7 ml, 52.0 mmol) were dissolved in toluene (300 mL). The solution was evacuated and purged with nitrogen. Pd(OAc)2 (0.51 g, 2.3 mmol), rac-Binap (1.41 g, 2.26 mmol), and NaOtBu (6.1 g, 63.2 mmol) were added. The mixture stirred under N2 at 100° C. for 90 minutes. After cooling to ambient temperature, the mixture was quenched with water and the material was extracted with EtOAc, dried, and concentrated to afford...